Dataset: the Open Reaction Database (ORD), a public repository of structured organic reaction records. Task: describe an organic reaction: reactants, conditions, products, and yield Starting materials: C(C)(C)N(CC)C(C)C (diisopropylethylamine), BrC1=C(C=CC(=C1)Cl)[C@H]1CC(NC1)=O ((4R)-4-(2-bromo-4-chlorophenyl)pyrrolidin-2-one), C1(=CC=CC=C1)P(C1=CC=CC=C1)C1=CC=CC=C1 (triphenylphosphine), C=CC1=CC=CC=C1 (styrene). The reagents and catalysts are CC(=O)[O-].CC(=O)[O-].[Pd+2] (Pd(OAc)2). Solvent: Cl (HCl), CN(C)C=O (DMF). Conditions: temperature 90 celsius. Yields the product C1(=CC=CC=C1)/C=C/C1=C(C=CC(=C1)Cl)[C@H]1CC(NC1)=O (4-[2-((1E)-2-Phenylvinyl)-4-chlorophenyl](4R)pyrrolidin-2-one). The yield is 79.0%. RXN SMILES: Br[C:2]1[CH:7]=[C:6]([Cl:8])[CH:5]=[CH:4][C:3]=1[C@@H:9]1[CH2:13][NH:12][C:11](=[O:14])[CH2:10]1.C1(P(C2C=CC=CC=2)C2C=CC=CC=2)C=CC=CC=1.[CH2:34]=[CH:35][C:36]1[CH:41]=[CH:40][CH:39]=[CH:38][CH:37]=1.C(N(C(C)C)CC)(C)C>CN(C=O)C.Cl.CC([O-])=O.CC([O-])=O.[Pd+2]>[C:36]1(/[CH:35]=[CH:34]/[C:2]2[CH:7]=[C:6]([Cl:8])[CH:5]=[CH:4][C:3]=2[C@@H:9]2[CH2:13][NH:12][C:11](=[O:14])[CH2:10]2)[CH:41]=[CH:40][CH:39]=[CH:38][CH:37]=1 |f:6.7.8|. Procedure details: To a solution of (4R)-4-(2-bromo-4-chlorophenyl)pyrrolidin-2-one (140 mg, 0.51 mmol), Pd(OAc)2 (34 mg, 0.15 mmol) and triphenylphosphine (0.3 mmol) in DMF (1 mL) was added styrene (0.17 mL, 2 mmol) followed by diisopropylethylamine (0.17 mL, 1.02 mmol) under a N2 atmosphere. The reaction mixture was heated to 90° C. overnight. The mixture was then cooled to room temperature and diluted with 1N HCl aq. solution (10 mL) and extracted with ethyl acetate (3×30 mL). The combined organic phases were w... The reactants are [H-].[Na+] (sodium hydride), C[C@@H](CCC)O ((S)-2-pentanol), O1CCCC1 (tetrahydrofuran), C(C)OC(CBr)OCC (bromoacetaldehyde diethylacetal). Conditions: time 30 minute. The product is C(C)OC(COCCCCC)OCC (2-(4-methylbutyloxy)acetaldehyde diethylacetal). As a reaction SMILES: C[C@H:2]([OH:6])[CH2:3][CH2:4][CH3:5].[H-].[Na+].[CH2:9]([O:11][CH:12]([O:15][CH2:16][CH3:17])[CH2:13]Br)[CH3:10].O1CCC[CH2:19]1>>[CH2:9]([O:11][CH:12]([O:15][CH2:16][CH3:17])[CH2:13][O:6][CH2:2][CH2:3][CH2:4][CH2:5][CH3:19])[CH3:10] |f:1.2|. Procedure details: 35 g of (S)-2-pentanol was dissolved in tetrahydrofuran, and 16 g of 60% sodium hydride was added thereto. After stirring for 30 minutes, 80 g of bromoacetaldehyde diethylacetal was added thereto, and the mixture was refluxed for 6 hours. After the reaction solution were concentrated and water and ether was added thereto, the mixture was shaken for mixing. The organic layer was collected and was dried with magnesium sulfate to remove the solvent off. Purification was carried out by column chroma... Reactants: COC(=O)C1NC2=CC=CC=C2C1 (indoline-2-carboxylic acid methyl ester), C([O-])([O-])=O.[K+].[K+] (potassium carbonate), C(C)(=O)SCC(C(=O)Cl)C (3-acetylthio-2-methylpropanoyl chloride). Run in C(Cl)Cl (methylene chloride), C(Cl)Cl (methylene chloride), C(Cl)Cl (methylene chloride). The product is COC(=O)C1N(C2=CC=CC=C2C1)C(C(CSC(C)=O)C)=O (1-(3-acetylthio-2-methylpropanoyl)-indoline-2-carboxylic acid methyl ester). RXN SMILES: [CH3:1][O:2][C:3]([CH:5]1[CH2:13][C:12]2[C:7](=[CH:8][CH:9]=[CH:10][CH:11]=2)[NH:6]1)=[O:4].C(=O)([O-])[O-].[K+].[K+].[C:20]([S:23][CH2:24][CH:25]([CH3:29])[C:26](Cl)=[O:27])(=[O:22])[CH3:21]>C(Cl)Cl>[CH3:1][O:2][C:3]([CH:5]1[CH2:13][C:12]2[C:7](=[CH:8][CH:9]=[CH:10][CH:11]=2)[N:6]1[C:26](=[O:27])[CH:25]([CH3:29])[CH2:24][S:23][C:20](=[O:22])[CH3:21])=[O:4] |f:1.2.3|. Procedure details: To the stirred mixture of 5.0 g of indoline-2-carboxylic acid methyl ester [J. Am. Chem. Soc. 92, 2476 (1970)], 7.8 g of powdered potassium carbonate and 50 ml of methylene chloride, 5.1 g of 3-acetylthio-2-methylpropanoyl chloride (Belgium Pat. No. 868,532) in 20 ml of methylene chloride are added during 3 minutes at room temperature. After 2 hours the mixture is diluted with 100 ml of methylene chloride and washed with 100 ml of water, 100 ml of 1N hydrochloric acid and 100 ml of saturated aqu...